From a dataset of the Open Reaction Database (ORD), a public repository of structured organic reaction records. describe an organic reaction: reactants, conditions, products, and yield Reactants: CC1(C)CC(OC(=O)c2ccccc2)CC(C)(C)N1O, CCCC[SnH](CCCC)CCCC, ICI, CCOC(C)=O, CCCCCCC, Clc1ccccc1. The product is CON1C(C)(C)CC(OC(=O)c2ccccc2)CC1(C)C. Reaction SMILES: [C:14]([c:15]1[cH:16][cH:17][cH:18][cH:19][cH:20]1)(=[O:21])[O:22][CH:23]1[CH2:24][C:25]([CH3:32])([CH3:33])[N:26]([OH:31])[C:27]([CH3:29])([CH3:30])[CH2:28]1.[CH2:1]([SnH:2]([CH2:3][CH2:4][CH2:5][CH3:6])[CH2:7][CH2:8][CH2:9][CH3:10])[CH2:11][CH2:12][CH3:13].[CH2:34]([I:35])[I:36].[CH3:44][CH2:45][O:46][C:47](=[O:48])[CH3:49].[CH3:50][CH2:51][CH2:52][CH2:53][CH2:54][CH2:55][CH3:56].[Cl:37][c:38]1[cH:39][cH:40][cH:41][cH:42][cH:43]1>>[CH3:1][O:31][N:26]1[C:25]([CH3:32])([CH3:33])[CH2:24][CH:23]([O:22][C:14]([c:15]2[cH:16][cH:17][cH:18][cH:19][cH:20]2)=[O:21])[CH2:28][C:27]1([CH3:29])[CH3:30].